From a dataset of the Open Reaction Database (ORD), a public repository of structured organic reaction records. describe an organic reaction: reactants, conditions, products, and yield Starting materials: CC1=NC(=C(C(=N1)N1CCOCC1)[N+](=O)[O-])N1CCOCC1 (2-methyl-4,6-dimorpholino-5-nitropyrimidine), C(C1=CC=C(C=C1)OC)=O (p-anisaldehyde), O (Water). Solvent: N1CCCCC1 (piperidine). Product: COC1=CC=C(C=C1)C=CC1=NC(=C(C(=N1)N1CCOCC1)[N+](=O)[O-])N1CCOCC1 (2-[2-(4-methoxyphenyl)vinyl]-4,6-dimorpholino-5-nitropyrimidine). The yield is 34.3%. RXN SMILES: [CH3:1][C:2]1[N:7]=[C:6]([N:8]2[CH2:13][CH2:12][O:11][CH2:10][CH2:9]2)[C:5]([N+:14]([O-:16])=[O:15])=[C:4]([N:17]2[CH2:22][CH2:21][O:20][CH2:19][CH2:18]2)[N:3]=1.[CH:23](=O)[C:24]1[CH:29]=[CH:28][C:27]([O:30][CH3:31])=[CH:26][CH:25]=1.O>N1CCCCC1>[CH3:31][O:30][C:27]1[CH:28]=[CH:29][C:24]([CH:23]=[CH:1][C:2]2[N:3]=[C:4]([N:17]3[CH2:18][CH2:19][O:20][CH2:21][CH2:22]3)[C:5]([N+:14]([O-:16])=[O:15])=[C:6]([N:8]3[CH2:9][CH2:10][O:11][CH2:12][CH2:13]3)[N:7]=2)=[CH:25][CH:26]=1. Procedure details: The synthesis method shall be explained concretely, and in order, below. A solution of 2-methyl-4,6-dimorpholino-5-nitropyrimidine (1.13 g, 3.65 mmol) and p-anisaldehyde (3.50 ml, 29.3 mmol) in piperidine (5 ml) was agitated under heating for 4 hours at 130 degrees Celsius. Water was added, and extraction was carried out 2 times using ethyl acetate. After washing the organic layer with saturated saline, drying was done with MgSO4, and the solvent was distilled away under reduced pressure. Purifi... Starting materials: N1=CC(=CC=C1)N1C(NCC1)=O (1-(3-pyridyl)-2-imidazolidinone), BrCCCCCCOC=1SC2=C(N1)C=CC=C2 (2-[(6-Bromohexyl)oxy]-1,3-benzothiazole), [H-].[Na+] (NaH). Solvent: CN(C=O)C (dimethylformamide). Conditions: time 30 minute. The product is S1C(=NC2=C1C=CC=C2)OCCCCCCN2C(N(CC2)C=2C=NC=CC2)=O (1-[6-(1,3-benzothiazol-2-yloxy)hexyl]-3-(3-pyridyl)-2-imidazolidinone), solid. The yield is 88.0%. RXN SMILES: [N:1]1[CH:6]=[CH:5][CH:4]=[C:3]([N:7]2[CH2:11][CH2:10][NH:9][C:8]2=[O:12])[CH:2]=1.[H-].[Na+].Br[CH2:16][CH2:17][CH2:18][CH2:19][CH2:20][CH2:21][O:22][C:23]1[S:24][C:25]2[CH:31]=[CH:30][CH:29]=[CH:28][C:26]=2[N:27]=1>CN(C)C=O>[S:24]1[C:25]2[CH:31]=[CH:30][CH:29]=[CH:28][C:26]=2[N:27]=[C:23]1[O:22][CH2:21][CH2:20][CH2:19][CH2:18][CH2:17][CH2:16][N:9]1[CH2:10][CH2:11][N:7]([C:3]2[CH:2]=[N:1][CH:6]=[CH:5][CH:4]=2)[C:8]1=[O:12] |f:1.2|. Procedure details: To a solution of 1-(3-pyridyl)-2-imidazolidinone (0.11 g, 0.65 mmol) dissolved in 10 mL dimethylformamide cooled in an ice bath was added NaH (60% dispersion in mineral oil, 31.2 mg, 0.78 mmol). The mixture was stirred at room temperature for 30 minutes and then cooled in ice bath again. 2-[(6-Bromohexyl)oxy]-1,3-benzothiazole (0.20 g, 0.65 mmol) was added, and the mixture was stirred at room temperature for additional 4 hours. The reaction was quenched with MeOH, and the solvent was removed und...